This data is from the Open Reaction Database (ORD), a public repository of structured organic reaction records. The task is: describe an organic reaction: reactants, conditions, products, and yield The reactants are ClC=1C=C(C(=O)O)C=CC1C(NC1=CC(=C(C=C1)Cl)C1=NC=CC=C1)=O (3-chloro-4-(4-chloro-3-(pyridin-2-yl)phenylcarbamoyl)benzoic acid), NC=1SC=CN1 (2-aminothiazole). Product: ClC1=C(C(=O)NC2=CC(=C(C=C2)Cl)C2=NC=CC=C2)C=CC(=C1)C(=O)NC=1SC=CN1 (2-chloro-N1-(4-chloro-3-(pyridin-2-yl)phenyl)-N4-(thiazol-2-yl)terephthalamide). RXN SMILES: [Cl:1][C:2]1[CH:3]=[C:4]([CH:8]=[CH:9][C:10]=1[C:11](=[O:26])[NH:12][C:13]1[CH:18]=[CH:17][C:16]([Cl:19])=[C:15]([C:20]2[CH:25]=[CH:24][CH:23]=[CH:22][N:21]=2)[CH:14]=1)[C:5](O)=[O:6].[NH2:27][C:28]1[S:29][CH:30]=[CH:31][N:32]=1>>[Cl:1][C:2]1[CH:3]=[C:4]([C:5]([NH:27][C:28]2[S:29][CH:30]=[CH:31][N:32]=2)=[O:6])[CH:8]=[CH:9][C:10]=1[C:11]([NH:12][C:13]1[CH:18]=[CH:17][C:16]([Cl:19])=[C:15]([C:20]2[CH:25]=[CH:24][CH:23]=[CH:22][N:21]=2)[CH:14]=1)=[O:26]. Reported procedure: 50 mg of 3-chloro-4-(4-chloro-3-(pyridin-2-yl)phenylcarbamoyl)benzoic acid was coupled to 2-aminothiazole via Procedure G. The product was purified on reverse phase HPLC to yield 2-chloro-N1-(4-chloro-3-(pyridin-2-yl)phenyl)-N4-(thiazol-2-yl)terephthalamide. MS (Q1) 469 (M)+.